From a dataset of the Open Reaction Database (ORD), a public repository of structured organic reaction records. describe an organic reaction: reactants, conditions, products, and yield Reactants: COC(=O)Nc1nc2c(C(C)C)cc(SC#N)c(C)c2s1, CCO, O=P([O-])([O-])[O-], OC(CS)C(O)CS. Product: COC(=O)Nc1nc2c(C(C)C)cc(S)c(C)c2s1. Reaction SMILES: [CH3:1][O:2][C:3](=[O:4])[NH:5][c:6]1[s:7][c:8]2[c:9]([n:10]1)[c:11]([CH:19]([CH3:20])[CH3:21])[cH:12][c:13]([S:16][C:17]#[N:18])[c:14]2[CH3:15].[CH3:35][CH2:36][OH:37].[O-:30][P:31](=[O:32])([O-:33])[O-:34].[SH:22][CH2:23][CH:24]([CH:25]([CH2:26][SH:27])[OH:28])[OH:29]>>[CH3:1][O:2][C:3](=[O:4])[NH:5][c:6]1[s:7][c:8]2[c:9]([n:10]1)[c:11]([CH:19]([CH3:20])[CH3:21])[cH:12][c:13]([SH:16])[c:14]2[CH3:15]. The reactants are C(=O)O (formic acid), CC(=O)O (HOAc), C(C1=CC=CC=C1)OC(C[C@H](C(=O)N[C@@H]1C(NCCOCCN2C3=CC=CC=C3C(C1)=C2)=O)N2C=C(C=C2)C2=CC=C(C=C2)C2=CC=NC=C2)=O (N-(8-oxo-4-oxa-1,7-diazatricyclo[9.6.1.012,17 ]octadeca-11(18),12,14,16-tetraen-9(S)-yl)-3(R)-[3-[4-(pyridin-4-yl)phenyl]-1H-pyrrol-1-yl]succinamic acid benzyl ester), C(=O)O (formic acid), CC(=O)O (HOAc). Reagents/catalysts: [Pd] (palladium on carbon), [Pd] (palladium on carbon), [Pd] (palladium on carbon). Solvent: CCOC(=O)C.CCO.C1CCOC1 (EtOAc EtOH THF). Reaction conditions: time 1.5 hour. Product: O=C1NCCOCCN2C3=CC=CC=C3C(C[C@@H]1NC([C@@H](CC(=O)O)N1C=C(C=C1)C1=CC=C(C=C1)C1=NC=CC=C1)=O)=C2 (N-(8-oxo-4-oxa-1,7-diazatricyclo[9.6.1.012,17 ]octadeca-11(18),12,14,16-tetraen-9(S)-yl)-3(R)-[3-[4-(pyridinyl)phenyl]-1H-pyrrol-1-yl]succinamic acid). Yield: 46.0%. RXN SMILES: C([O:8][C:9](=[O:51])[CH2:10][C@@H:11]([N:34]1[CH:38]=[CH:37][C:36]([C:39]2[CH:44]=[CH:43][C:42](C3C=CN=CC=3)=[CH:41][CH:40]=2)=[CH:35]1)[C:12]([NH:14][C@H:15]1[CH2:31][C:30]2=[CH:32][N:23]([C:24]3[C:29]2=[CH:28][CH:27]=[CH:26][CH:25]=3)[CH2:22][CH2:21][O:20][CH2:19][CH2:18][NH:17][C:16]1=[O:33])=[O:13])C1C=CC=CC=1.C(O)=O.[CH3:55][C:56](O)=O>CCOC(C)=O.CCO.C1COCC1.[Pd]>[O:33]=[C:16]1[C@@H:15]([NH:14][C:12](=[O:13])[C@H:11]([N:34]2[CH:38]=[CH:37][C:36]([C:39]3[CH:44]=[CH:43][C:42]([C:56]4[CH:55]=[CH:10][CH:11]=[CH:12][N:14]=4)=[CH:41][CH:40]=3)=[CH:35]2)[CH2:10][C:9]([OH:8])=[O:51])[CH2:31][C:30]2=[CH:32][N:23]([C:24]3[C:29]2=[CH:28][CH:27]=[CH:26][CH:25]=3)[CH2:22][CH2:21][O:20][CH2:19][CH2:18][NH:17]1 |f:3.4.5|. Reported procedure: To a solution of N-(8-oxo-4-oxa-1,7-diazatricyclo[9.6.1.012,17 ]octadeca-11(18),12,14,16-tetraen-9(S)-yl)-3(R)-[3-[4-(pyridin-4-yl)phenyl]-1H-pyrrol-1-yl]succinamic acid benzyl ester (185 mg, 0.280 mmol) in EtOAc/EtOH/THF was added in succession 10% palladium on carbon (50 mg) and 88% formic acid (0.1 mL). After 1.5 hours, HOAc (1 mL) was added. After 16 hours, more 10% palladium on carbon (25 mg), 88% formic acid (0.1 mL), and HOAc (1 mL) was added. At 24 hours, more 10% palladium on carbon (25... The reactants are [N+](=O)([O-])C1=C(C=CC=C1)Cl (2-nitro-chlorobenzene), NCCCCCCCCCCCCN (1,12-diaminododecane), C([O-])([O-])=O.[K+].[K+] (potassium carbonate). Run in CN(C=O)C (N,N-dimethylformamide). Run at time 4 hour. The product is [N+](=O)([O-])C1=C(C=CC=C1)NCCCCCCCCCCCCNC1=C(C=CC=C1)[N+](=O)[O-] (N,N'-bis(2 -nitrophenyl)-1,12-diaminododecane). RXN SMILES: [N+:1]([C:4]1[CH:9]=[CH:8][CH:7]=[CH:6][C:5]=1Cl)([O-:3])=[O:2].[NH2:11][CH2:12][CH2:13][CH2:14][CH2:15][CH2:16][CH2:17][CH2:18][CH2:19][CH2:20][CH2:21][CH2:22][CH2:23][NH2:24].C(=O)([O-])[O-].[K+].[K+]>CN(C)C=O>[N+:1]([C:4]1[CH:9]=[CH:8][CH:7]=[CH:6][C:5]=1[NH:11][CH2:12][CH2:13][CH2:14][CH2:15][CH2:16][CH2:17][CH2:18][CH2:19][CH2:20][CH2:21][CH2:22][CH2:23][NH:24][C:5]1[CH:6]=[CH:7][CH:8]=[CH:9][C:4]=1[N+:1]([O-:3])=[O:2])([O-:3])=[O:2] |f:2.3.4|. Procedure: 34 g (0.216 mol) 2-nitro-chlorobenzene and 20 g 1,12-diaminododecane (0.10 mol) are mixed with 40 g potassium carbonate and 200 ml N,N-dimethylformamide (DMF). The mixture is heated with reflux while subjected to a vigorous stirring for four hours. Subsequently, the inorganic salts are filtered off and washed with a small amount of DMF. The entire DMF-phase is distilled under vacuum to remove substantially all DMF. The remanence is cooled, and 200 ml water are added while vigorously stirred. Sub... Reactants: CCCCN=C=O, CCO, Cl, CC(C)C(CCN)CC(O)C(CC1CCCCC1)NC(=O)C(Cc1c[nH]cn1)NC(=O)C(Cc1ccccc1)NC(=O)OC(C)(C)C. Product: CCCCNC(=O)NCCC(CC(O)C(CC1CCCCC1)NC(=O)C(Cc1c[nH]cn1)NC(=O)C(Cc1ccccc1)NC(=O)OC(C)(C)C)C(C)C. Reaction SMILES: [CH2:49]([CH2:50][CH2:51][CH3:52])[N:53]=[C:54]=[O:55].[CH3:56][CH2:57][OH:58].[ClH:1].[NH2:2][CH2:3][CH2:4][CH:5]([CH2:6][CH:7]([CH:8]([CH2:9][CH:10]1[CH2:11][CH2:12][CH2:13][CH2:14][CH2:15]1)[NH:16][C:17](=[O:18])[CH:19]([CH2:20][c:21]1[n:22][cH:23][nH:24][cH:25]1)[NH:26][C:27](=[O:28])[CH:29]([CH2:30][c:31]1[cH:32][cH:33][cH:34][cH:35][cH:36]1)[NH:37][C:38]([O:39][C:40]([CH3:41])([CH3:42])[CH3:43])=[O:44])[OH:45])[CH:46]([CH3:47])[CH3:48]>>[NH:2]([CH2:3][CH2:4][CH:5]([CH2:6][CH:7]([CH:8]([CH2:9][CH:10]1[CH2:11][CH2:12][CH2:13][CH2:14][CH2:15]1)[NH:16][C:17](=[O:18])[CH:19]([CH2:20][c:21]1[n:22][cH:23][nH:24][cH:25]1)[NH:26][C:27](=[O:28])[CH:29]([CH2:30][c:31]1[cH:32][cH:33][cH:34][cH:35][cH:36]1)[NH:37][C:38]([O:39][C:40]([CH3:41])([CH3:42])[CH3:43])=[O:44])[OH:45])[CH:46]([CH3:47])[CH3:48])[C:54]([NH:53][CH2:49][CH2:50][CH2:51][CH3:52])=[O:55].